The task is: describe an organic reaction: reactants, conditions, products, and yield. This data is from the Open Reaction Database (ORD), a public repository of structured organic reaction records. Reactants: ClC1=CC=C(CNN)C=C1 (p-chlorobenzylhydrazine), Cl.ClC1=CC=C(C=NNC(SC)=N)C=C1 (Methyl 3-(4-chlorobenzylidene)thiocarbazimidate hydrochloride), 1-(p-chlorobenzyl)-S-methylisothiosemicarbazide, NN (hydrazine). Solvent: C(C)O (ethanol), C(C)O (ethanol). The product is NNC(=N)NNCC1=CC=C(C=C1)Cl (1-amino-3-(p-chlorobenzylamino)guanidine). As a reaction SMILES: [Cl:1][C:2]1[CH:10]=[CH:9][C:5]([CH2:6][NH:7][NH2:8])=[CH:4][CH:3]=1.Cl.ClC1C=CC(C=[N:18][NH:19][C:20](=[NH:23])SC)=CC=1.NN>C(O)C>[NH2:18][NH:19][C:20]([NH:8][NH:7][CH2:6][C:5]1[CH:9]=[CH:10][C:2]([Cl:1])=[CH:3][CH:4]=1)=[NH:23] |f:1.2|. Procedure: The same compound is synthesized by the reaction of equimolar quantities of p-chlorobenzylhydrazine and methyl-3-(4-chlorobenzylidene)thiocarbazimidate hydrochloride (see Example 10) in hot ethanol. It is also prepared by the reaction of equimolar amounts of 1-(p-chlorobenzyl)-S-methylisothiosemicarbazide and hydrazine in warm ethanol, which affords 1-amino-3-(p-chlorobenzylamino)guanidine, followed by treatment of the latter with an equimolar quantity of p-chlorobenzaldehyde in hot isopropanol. Starting materials: ClC1=C(C=NC2=CC=C(N=C12)Cl)C(C)=O (1-(4,6-dichloro-1,5-naphthyridin-3-yl)ethanone), N1(CCCC1)CCC=1C=C(N)C=CC1 (3-[2-(pyrrolidin-1-yl)ethyl]aniline). Product: ClC=1N=C2C(=C(C=NC2=CC1)C(C)=O)NC1=CC(=CC=C1)CCN1CCCC1 (1-(6-Chloro-4-{3-[2-(pyrrolidin-1-yl)ethyl]phenylamino}-1,5-naphthyridin-3-yl)ethanone). Isolated yield 58.2%. Reaction SMILES: Cl[C:2]1[C:11]2[C:6](=[CH:7][CH:8]=[C:9]([Cl:12])[N:10]=2)[N:5]=[CH:4][C:3]=1[C:13](=[O:15])[CH3:14].[N:16]1([CH2:21][CH2:22][C:23]2[CH:24]=[C:25]([CH:27]=[CH:28][CH:29]=2)[NH2:26])[CH2:20][CH2:19][CH2:18][CH2:17]1>>[Cl:12][C:9]1[N:10]=[C:11]2[C:6](=[CH:7][CH:8]=1)[N:5]=[CH:4][C:3]([C:13](=[O:15])[CH3:14])=[C:2]2[NH:26][C:25]1[CH:27]=[CH:28][CH:29]=[C:23]([CH2:22][CH2:21][N:16]2[CH2:17][CH2:18][CH2:19][CH2:20]2)[CH:24]=1. Reported procedure: Following general procedure I, 1-(4,6-dichloro-1,5-naphthyridin-3-yl)ethanone (250 mg, 1.0 mmol) was reacted with 3-[2-(pyrrolidin-1-yl)ethyl]aniline (240 mg, 1.3 mmol) to afford the desired product (230 mg, 57%) as a yellow solid: 1H NMR (500 MHz, CDCl3) δ 10.79 (br s, 1H), 8.99 (s, 1H), 8.16 (d, J=8.7 Hz, 1H), 7.52 (d, J=8.8 Hz, 1H), 7.29-7.20 (m, 1H), 7.07 (d, J=7.7 Hz, 1H), 7.03-6.96 (m, 2H), 2.85-2.77 (m, 2H), 2.72-2.66 (m, 2H), 2.59-2.49 (m, 4H), 2.53 (s, 3H), 1.84-1.74 (m, 4H); ESI MS m/z... The reactants are C(=O)([O-])C(O)C(O)C(=O)[O-].[K+].[Na+] (sodium potassium tartrate), [H-].C(C(C)C)[Al+]CC(C)C (diisobutylaluminum hydride), C1(=CC=CC=C1)C (toluene), N1=CC(=CC=C1)CN1[C@@H](C[C@H](C1)NS(=O)(=O)C1=CC=C(C=C1)Cl)C(=O)OC ((2S,4R)-1-(3-pyridylmethyl)-2-methoxycarbonyl-4-(4chlorophenylsulfonylamino)pyrrolidine). The solvent is C(Cl)Cl (methylene chloride). Run at temperature -50 celsius, time 30 minute. The product is N1=CC(=CC=C1)CN1[C@@H](C[C@H](C1)NS(=O)(=O)C1=CC=C(C=C1)Cl)C=O ((2S,4R)-1-(3-pyridylmethyl)-2-formyl-4-(4-chlorophenylsulfonylamino)-pyrrolidine). Yield: 112.2%. Reaction SMILES: [N:1]1[CH:6]=[CH:5][CH:4]=[C:3]([CH2:7][N:8]2[CH2:12][C@H:11]([NH:13][S:14]([C:17]3[CH:22]=[CH:21][C:20]([Cl:23])=[CH:19][CH:18]=3)(=[O:16])=[O:15])[CH2:10][C@H:9]2[C:24](OC)=[O:25])[CH:2]=1.[H-].C([Al+]CC(C)C)C(C)C.C1(C)C=CC=CC=1.C(C(C(C([O-])=O)O)O)([O-])=O.[K+].[Na+]>C(Cl)Cl>[N:1]1[CH:6]=[CH:5][CH:4]=[C:3]([CH2:7][N:8]2[CH2:12][C@H:11]([NH:13][S:14]([C:17]3[CH:18]=[CH:19][C:20]([Cl:23])=[CH:21][CH:22]=3)(=[O:15])=[O:16])[CH2:10][C@H:9]2[CH:24]=[O:25])[CH:2]=1 |f:1.2,4.5.6|. Procedure details: In an atmosphere of nitrogen, (2S,4R)-1-(3-pyridylmethyl)-2-methoxycarbonyl-4-(4chlorophenylsulfonylamino)pyrrolidine (10 g, 0.0244 mol) was dissolved in methylene chloride (200 ml) and the solution was cooled to -50°~-55° C. Then, 1M diisobutylaluminum hydride in toluene (73.2 ml, 0.0732 mol) was added thereto dropwise at -50° C. and the mixture was stirred for 30 minutes. Then, 20% sodium potassium tartrate solution was added thereto at 25° C. for precipitation of insolubles. The insolubles we... Starting materials: Cl.NCC(CC(=O)OCC1=CC=CC=C1)CC(C)C (Benzyl 3-Aminomethyl-5-Methyl-Hexanoate Hydrochloride), CN1CCOCC1 (N-methylmorpholine), ClC(=O)OC(C)Cl (1-chloroethyl chloroformate). Run in ClCCl (dichloromethane), ClCCl (dichloromethane). Reaction conditions: temperature 0 celsius. Yields the product ClC(C)OC(=O)NCC(CC(=O)OCC1=CC=CC=C1)CC(C)C (Benzyl 3-{[(α-Chloroethoxy)carbonyl]aminomethyl}-5-Methyl-Hexanoate). RXN SMILES: Cl.[NH2:2][CH2:3][CH:4]([CH2:16][CH:17]([CH3:19])[CH3:18])[CH2:5][C:6]([O:8][CH2:9][C:10]1[CH:15]=[CH:14][CH:13]=[CH:12][CH:11]=1)=[O:7].CN1CCOCC1.Cl[C:28]([O:30][CH:31]([Cl:33])[CH3:32])=[O:29]>ClCCl>[Cl:33][CH:31]([O:30][C:28]([NH:2][CH2:3][CH:4]([CH2:16][CH:17]([CH3:19])[CH3:18])[CH2:5][C:6]([O:8][CH2:9][C:10]1[CH:11]=[CH:12][CH:13]=[CH:14][CH:15]=1)=[O:7])=[O:29])[CH3:32] |f:0.1|. Reported procedure: To a stirred solution of (39) (428 mg, 1.51 mmol) in dichloromethane at 0° C. was added N-methylmorpholine (0.33 mL, 3.02 mmol) and 1-chloroethyl chloroformate (0.164 mL, 1.51 mmol). The resulting solution was stirred at 0° C. until the reaction was complete (˜30 min, as monitored by TLC) and then was diluted with dichloromethane, washed successively with cold 1N HCl solution, water and brine, then dried over anhydrous Na2SO4. Filtration and removal of the solvent in vacuo afforded the title com... Reactants: C1(=CC=C(C=C1)S(=O)(=O)N1CCN(CCN(CCN(CCN(CC1)S(=O)(=O)C1=CC=C(C=C1)C)S(=O)(=O)C1=CC=C(C=C1)C)S(=O)(=O)C1=CC=C(C=C1)C)S(=O)(=O)C1=CC=C(C=C1)C)C (1,4,7,10,13-penta(p-toluenesulfonyl)-1,4,7,10,13-pentaazacyclopentadecane), C(C)O (ethanol), C(C)OCC (ethyl ether), Example 1D, OS(=O)(=O)O (H2SO4). The solvent is CC#N (CH3CN). Reaction conditions: temperature 100 celsius, time 70 hour. Product: N1CCNCCNCCNCCNCC1 (1,4,7,10,13-Pentaazacyclopentadecane). Isolated yield 31.0%. RXN SMILES: C1(C)C=CC(S([N:10]2[CH2:24][CH2:23][N:22](S(C3C=CC(C)=CC=3)(=O)=O)[CH2:21][CH2:20][N:19](S(C3C=CC(C)=CC=3)(=O)=O)[CH2:18][CH2:17][N:16](S(C3C=CC(C)=CC=3)(=O)=O)[CH2:15][CH2:14][N:13](S(C3C=CC(C)=CC=3)(=O)=O)[CH2:12][CH2:11]2)(=O)=O)=CC=1.OS(O)(=O)=O.C(O)C.C(OCC)C>CC#N>[NH:10]1[CH2:24][CH2:23][NH:22][CH2:21][CH2:20][NH:19][CH2:18][CH2:17][NH:16][CH2:15][CH2:14][NH:13][CH2:12][CH2:11]1. Procedure details: A mixture of 1,4,7,10,13-penta(p-toluenesulfonyl)-1,4,7,10,13-pentaazacyclopentadecane prepared as in Example 1D (168 g, 0.170 mole) and concentrated H2SO4 (500 ml) was heated at 100° C. with stirring under a dry argon atmosphere for 70 h. To the resulting dark brown solution ethanol (500 ml) was added dropwise with stirring at 0° C. followed by ethyl ether (3 l). The white solid was filtered and washed with ethyl ether. The solid was then dissolved in H2O (500 ml) and the resulting solution was... Reactants: [Cl-].[Al+3].[Cl-].[Cl-] (aluminum chloride), CN1C2=C(CCC1=O)C=1C=CC=CC1C2 (1-methyl-1,3,4,9-tetrahydro-indeno[2,1-b]pyridin-2-one), ice water, ClC1=C(C=C(C(=O)Cl)C=C1)S(N)(=O)=O (4-chloro-3-sulfamoyl-benzoyl chloride). Run in ClCCl (dichloromethane), ClCCl (dichloromethane). The product is ClC1=C(C=C(C=C1)C(=O)C1=CC=2CC=3N(C(CCC3C2C=C1)=O)C)S(=O)(=O)N (2-Chloro-5-(1-methyl-2-oxo-2,3,4,9-tetrahydro-1H-indeno[2,1-b]pyridine-7-carbonyl)-benzenesulfonamide). Run at time 30 minute. Isolated yield 53.0%. Procedure details: Under nitrogen, aluminum chloride (2.0 g, 15.06 mmol) is slurried in dichloromethane (100 mL) then 4-chloro-3-sulfamoyl-benzoyl chloride (1.28 g, 5.02 mmol) is added and allowed to stir at ambient temperature for 30 minutes. To this mixture 1-methyl-1,3,4,9-tetrahydro-indeno[2,1-b]pyridin-2-one (1.0 g, 5.02 mmol) is added in 13 mL dichloromethane. The reaction is allowed to stir at ambient temperature for 1 hour. The reaction mixture is poured over ice-water (300 mL) and extracted with dichlorom... As a reaction SMILES: [Cl-].[Al+3].[Cl-].[Cl-].[Cl:5][C:6]1[CH:14]=[CH:13][C:9]([C:10](Cl)=[O:11])=[CH:8][C:7]=1[S:15](=[O:18])(=[O:17])[NH2:16].[CH3:19][N:20]1[C:25](=[O:26])[CH2:24][CH2:23][C:22]2[C:27]3[CH:28]=[CH:29][CH:30]=[CH:31][C:32]=3[CH2:33][C:21]1=2>ClCCl>[Cl:5][C:6]1[CH:14]=[CH:13][C:9]([C:10]([C:30]2[CH:29]=[CH:28][C:27]3[C:22]4[CH2:23][CH2:24][C:25](=[O:26])[N:20]([CH3:19])[C:21]=4[CH2:33][C:32]=3[CH:31]=2)=[O:11])=[CH:8][C:7]=1[S:15]([NH2:16])(=[O:18])=[O:17] |f:0.1.2.3|. The reactants are ClCCCl, CN1C(=O)NC(=O)C12Cc1cc3ccc(C(=O)O)nc3cc1C2, CCN(C(C)C)C(C)C, Nc1ccccc1, CN(C)C=O, On1nnc2ccccc21. Reaction SMILES: [CH2:31]([Cl:32])[CH2:33][Cl:34].[CH3:1][N:2]1[C:3](=[O:23])[NH:4][C:5](=[O:22])[C:6]12[CH2:7][c:8]1[c:9]([cH:10][c:11]3[cH:12][cH:13][c:14]([C:18](=[O:19])[OH:20])[n:15][c:16]3[cH:17]1)[CH2:21]2.[CH:45]([N:46]([CH2:47][CH3:48])[CH:49]([CH3:50])[CH3:51])([CH3:52])[CH3:53].[NH2:24][c:25]1[cH:26][cH:27][cH:28][cH:29][cH:30]1.[O:54]=[CH:55][N:56]([CH3:57])[CH3:58].[OH:35][n:36]1[c:37]2[c:38]([cH:39][cH:40][cH:41][cH:42]2)[n:43][n:44]1>>[CH3:1][N:2]1[C:3](=[O:23])[NH:4][C:5](=[O:22])[C:6]12[CH2:7][c:8]1[c:9]([cH:10][c:11]3[cH:12][cH:13][c:14]([C:18](=[O:19])[NH:24][c:25]4[cH:26][cH:27][cH:28][cH:29][cH:30]4)[n:15][c:16]3[cH:17]1)[CH2:21]2. Product: CN1C(=O)NC(=O)C12Cc1cc3ccc(C(=O)Nc4ccccc4)nc3cc1C2. Reactants: aqueous solution, [OH-].[Na+] (sodium hydroxide), Cl.C(C)OC=1C(=C2CN=C(C2=CC1OCC)N)F (5,6-diethoxy-4-fluoro-3H-isoindol-1-ylamine hydrochloride). Solvent: O (water). Conditions: time 20 minute. The product is C(C)OC=1C(=C2CN=C(C2=CC1OCC)N)F (5,6-diethoxy-4-fluoro-3H-isoindol-1-ylamine). The yield is 0.0%. As a reaction SMILES: Cl.[CH2:2]([O:4][C:5]1[C:6]([F:18])=[C:7]2[C:11](=[CH:12][C:13]=1[O:14][CH2:15][CH3:16])[C:10]([NH2:17])=[N:9][CH2:8]2)[CH3:3].[OH-].[Na+]>O>[CH2:2]([O:4][C:5]1[C:6]([F:18])=[C:7]2[C:11](=[CH:12][C:13]=1[O:14][CH2:15][CH3:16])[C:10]([NH2:17])=[N:9][CH2:8]2)[CH3:3] |f:0.1,2.3|. Reported procedure: To a mixture of 5,6-diethoxy-4-fluoro-3H-isoindol-1-ylamine hydrochloride (233 mg, 0.85 mol) and water (6 mL), a 1N aqueous solution of sodium hydroxide (2 mL) was added, and the mixture was stirred on ice for 20 minutes. Precipitated crystals were filtered and washed with water to give 85 mg of the title compound (yield: 42%) as slightly green crystals. The reactants are Cl (hydrochloric acid), C(=O)NC=1SC=C(N1)C(C(=O)NC1[C@@H]2N(C(=C(CS2)CSC2=NN=NN2CC=C)C(=O)O)C1=O)=NOCCCNC(=O)OC(C)(C)C (7-[2-(2-formamidothiazol-4-yl)-2-(3-tert-butoxycarbonylaminopropoxyimino)acetamido]-3-(1-allyl-1H-tetrazol-5-yl)thiomethyl-3-cephem-4-carboxylic acid). Solvent: CO (methanol). Product: Cl.Cl.NC=1SC=C(N1)C(C(=O)NC1[C@@H]2N(C(=C(CS2)CSC2=NN=NN2CC=C)C(=O)O)C1=O)=NOCCCN (7-[2-(2-aminothiazol-4-yl)-2-(3-aminopropoxyimino)acetamido]-3-(1-allyl-1H-tetrazol-5-yl)thiomethyl-3-cephem-4-carboxylic acid dihydrochloride). As a reaction SMILES: [ClH:1].C([NH:4][C:5]1[S:6][CH:7]=[C:8]([C:10](=[N:36][O:37][CH2:38][CH2:39][CH2:40][NH:41]C(OC(C)(C)C)=O)[C:11]([NH:13][CH:14]2[C:34](=[O:35])[N:16]3[C:17]([C:31]([OH:33])=[O:32])=[C:18]([CH2:21][S:22][C:23]4[N:27]([CH2:28][CH:29]=[CH2:30])[N:26]=[N:25][N:24]=4)[CH2:19][S:20][C@H:15]23)=[O:12])[N:9]=1)=O>CO>[ClH:1].[ClH:1].[NH2:4][C:5]1[S:6][CH:7]=[C:8]([C:10](=[N:36][O:37][CH2:38][CH2:39][CH2:40][NH2:41])[C:11]([NH:13][CH:14]2[C:34](=[O:35])[N:16]3[C:17]([C:31]([OH:33])=[O:32])=[C:18]([CH2:21][S:22][C:23]4[N:27]([CH2:28][CH:29]=[CH2:30])[N:26]=[N:25][N:24]=4)[CH2:19][S:20][C@H:15]23)=[O:12])[N:9]=1 |f:3.4.5|. Procedure: Conc. hydrochloric acid (0.5 ml.) was added to a solution of 7-[2-(2-formamidothiazol-4-yl)-2-(3-tert-butoxycarbonylaminopropoxyimino)acetamido]-3-(1-allyl-1H-tetrazol-5-yl)thiomethyl-3-cephem-4-carboxylic acid (syn isomer, 1.1 g.) in methanol (20 ml.) and stirred at room temperature for an hour. After evaporating the solvent in vacuo, methanol was added to the residue and evaporated again. The residue was dried over phosphorus pentoxide in vacuo to give 7-[2-(2-aminothiazol-4-yl)-2-(3-aminoprop... Reactants: COC([C@H](CC1=CC=C(C=C1)C1=CC=C(C=C1)C#N)NC(=O)C1N(CC=2C=C3C(=CC2C1)OC[C@@H](O3)C3=CC=C(C=C3)OCC3=CC(=C(C=C3)Cl)Cl)S(=O)(=O)C3=C(N=C(S3)N)C)=O ((S)-2-({(S)-7-(2-Amino-4-methyl-thiazole-5-sulfonyl)-3-[4-(3,4-dichloro-benzyloxy)-phenyl]-2,3,6,7,8,9-hexahydro-[1,4]dioxino[2,3-g]isoquinoline-8-carbonyl}-amino)-3-(4′-cyano-biphenyl-4-yl)-propionic acid methyl ester), C(CC)(=O)Cl (propionyl chloride). Product: COC([C@H](CC1=CC=C(C=C1)C1=CC=C(C=C1)C#N)NC(=O)C1N(CC=2C=C3C(=CC2C1)OC[C@@H](O3)C3=CC=C(C=C3)OCC3=CC(=C(C=C3)Cl)Cl)S(=O)(=O)C3=C(N=C(S3)NC(CC)=O)C)=O ((S)-3-(4′-cyano-biphenyl-4-yl)-2-{[(S)-3-[4-(3,4-dichloro-benzyloxy)-phenyl]-7-(4-methyl-2-propionylamino-thiazole-5-sulfonyl)-2,3,6,7,8,9-hexahydro-[1,4]dioxino-[2,3-g]isoquinoline-8-carbonyl]-amino}-propionic acid methyl ester). RXN SMILES: [CH3:1][O:2][C:3](=[O:63])[C@@H:4]([NH:20][C:21]([CH:23]1[CH2:32][C:31]2[CH:30]=[C:29]3[O:33][CH2:34][C@H:35]([C:37]4[CH:42]=[CH:41][C:40]([O:43][CH2:44][C:45]5[CH:50]=[CH:49][C:48]([Cl:51])=[C:47]([Cl:52])[CH:46]=5)=[CH:39][CH:38]=4)[O:36][C:28]3=[CH:27][C:26]=2[CH2:25][N:24]1[S:53]([C:56]1[S:60][C:59]([NH2:61])=[N:58][C:57]=1[CH3:62])(=[O:55])=[O:54])=[O:22])[CH2:5][C:6]1[CH:11]=[CH:10][C:9]([C:12]2[CH:17]=[CH:16][C:15]([C:18]#[N:19])=[CH:14][CH:13]=2)=[CH:8][CH:7]=1.[C:64](Cl)(=[O:67])[CH2:65][CH3:66]>>[CH3:1][O:2][C:3](=[O:63])[C@@H:4]([NH:20][C:21]([CH:23]1[CH2:32][C:31]2[CH:30]=[C:29]3[O:33][CH2:34][C@H:35]([C:37]4[CH:38]=[CH:39][C:40]([O:43][CH2:44][C:45]5[CH:50]=[CH:49][C:48]([Cl:51])=[C:47]([Cl:52])[CH:46]=5)=[CH:41][CH:42]=4)[O:36][C:28]3=[CH:27][C:26]=2[CH2:25][N:24]1[S:53]([C:56]1[S:60][C:59]([NH:61][C:64](=[O:67])[CH2:65][CH3:66])=[N:58][C:57]=1[CH3:62])(=[O:55])=[O:54])=[O:22])[CH2:5][C:6]1[CH:7]=[CH:8][C:9]([C:12]2[CH:17]=[CH:16][C:15]([C:18]#[N:19])=[CH:14][CH:13]=2)=[CH:10][CH:11]=1. Procedure details: (S)-2-({(S)-7-(2-Amino-4-methyl-thiazole-5-sulfonyl)-3-[4-(3,4-dichloro-benzyloxy)-phenyl]-2,3,6,7,8,9-hexahydro-[1,4]dioxino[2,3-g]isoquinoline-8-carbonyl}-amino)-3-(4′-cyano-biphenyl-4-yl)-propionic acid methyl ester (30 mg) treated with propionyl chloride according to General Procedure F to give (S)-3-(4′-cyano-biphenyl-4-yl)-2-{[(S)-3-[4-(3,4-dichloro-benzyloxy)-phenyl]-7-(4-methyl-2-propionylamino-thiazole-5-sulfonyl)-2,3,6,7,8,9-hexahydro-[1,4]dioxino-[2,3-g]isoquinoline-8-carbonyl]-amino}...